Dataset: the Open Reaction Database (ORD), a public repository of structured organic reaction records. Task: describe an organic reaction: reactants, conditions, products, and yield The reactants are CC(=O)[O-], CC(=O)[O-], NC(=S)Nc1ccc(F)cc1-c1ccccc1, [K+], [OH-], O, O, O, O, [Pb+2]. The product is N#CNc1ccc(F)cc1-c1ccccc1. RXN SMILES: [C:23]([O-:24])(=[O:25])[CH3:26].[C:28]([O-:29])(=[O:30])[CH3:31].[F:1][c:2]1[cH:3][cH:4][c:5]([NH:14][C:15](=[S:16])[NH2:17])[c:6](-[c:8]2[cH:9][cH:10][cH:11][cH:12][cH:13]2)[cH:7]1.[K+:19].[OH-:18].[OH2:20].[OH2:21].[OH2:22].[OH2:32].[Pb+2:27]>>[F:1][c:2]1[cH:3][cH:4][c:5]([NH:14][C:15]#[N:17])[c:6](-[c:8]2[cH:9][cH:10][cH:11][cH:12][cH:13]2)[cH:7]1. Starting materials: BrCC(=O)C1=CC(=C(C=C1)O)CO (2-bromo-1-[4-hydroxy-3-(hydroxymethyl)phenyl]ethanone), N1=C(C=CC=C1)CCCOCCCCCCNCC1=CC=CC=C1 (N-[6-[3-(2-pyridinyl)propoxy]hexyl]benzenemethanamine). Run in C1CCOC1 (THF). Product: OC1=C(C=C(C=C1)C(CN(CCCCCCOCCCC1=NC=CC=C1)CC1=CC=CC=C1)=O)CO (1-[4-Hydroxy-3-(hydroxymethyl)phenyl]-2-[(phenylmethyl)[6-[3-(2-pyridinyl)propoxy]hexyl]amino]ethanone). Isolated yield 67.8%. RXN SMILES: Br[CH2:2][C:3]([C:5]1[CH:10]=[CH:9][C:8]([OH:11])=[C:7]([CH2:12][OH:13])[CH:6]=1)=[O:4].[N:14]1[CH:19]=[CH:18][CH:17]=[CH:16][C:15]=1[CH2:20][CH2:21][CH2:22][O:23][CH2:24][CH2:25][CH2:26][CH2:27][CH2:28][CH2:29][NH:30][CH2:31][C:32]1[CH:37]=[CH:36][CH:35]=[CH:34][CH:33]=1>C1COCC1>[OH:11][C:8]1[CH:9]=[CH:10][C:5]([C:3](=[O:4])[CH2:2][N:30]([CH2:31][C:32]2[CH:37]=[CH:36][CH:35]=[CH:34][CH:33]=2)[CH2:29][CH2:28][CH2:27][CH2:26][CH2:25][CH2:24][O:23][CH2:22][CH2:21][CH2:20][C:15]2[CH:16]=[CH:17][CH:18]=[CH:19][N:14]=2)=[CH:6][C:7]=1[CH2:12][OH:13]. Procedure details: A solution of 2-bromo-1-[4-hydroxy-3-(hydroxymethyl)phenyl]ethanone (2.45 g), N-[6-[3-(2-pyridinyl)propoxy]hexyl]benzenemethanamine (3.26 g) and DEA (2.6 g) in THF (25 ml) was left at room temperature for 48 h. The precipitate was removed by filtration, the solvent was evaporated and the residual red oil was purified by FCC eluting with System B (95:5:1→90:10:1) to give the title compound as a pale yellow oil (3.32 g), t.l.c. (System A 80:20:1) Rf 0.21. The reactants are ClC1=NC2=CC=C(C=C2N=C1)Cl (2,6-dichloroquinoxaline), OC1=CC=C(OC(C(=O)OC)C)C=C1 (methyl 2-(4'-hydroxyphenoxy)propionate), C([O-])([O-])=O.[K+].[K+] (potassium carbonate). Procedure: In 150 ml of acetonitrile, 2.0 g (0.01 mole) of 2,6-dichloroquinoxaline, 2.0 g (0.01 mole) of methyl 2-(4'-hydroxyphenoxy)propionate and 2.0 g (0.014 mole) of potassium carbonate were added and the mixture was refluxed for 24 hours. The product is ClC=1C=C2N=CC(=NC2=CC1)OC1=CC=C(OC(C(=O)OC)C)C=C1 (Methyl 2-[4-(6-chloro-2-quinoxalyloxy)phenoxy]propionate). As a reaction SMILES: Cl[C:2]1[CH:11]=[N:10][C:9]2[C:4](=[CH:5][CH:6]=[C:7]([Cl:12])[CH:8]=2)[N:3]=1.[OH:13][C:14]1[CH:26]=[CH:25][C:17]([O:18][CH:19]([CH3:24])[C:20]([O:22][CH3:23])=[O:21])=[CH:16][CH:15]=1.C(=O)([O-])[O-].[K+].[K+]>C(#N)C>[Cl:12][C:7]1[CH:8]=[C:9]2[C:4](=[CH:5][CH:6]=1)[N:3]=[C:2]([O:13][C:14]1[CH:15]=[CH:16][C:17]([O:18][CH:19]([CH3:24])[C:20]([O:22][CH3:23])=[O:21])=[CH:25][CH:26]=1)[CH:11]=[N:10]2 |f:2.3.4|. Solvent: C(C)#N (acetonitrile). Starting materials: C(C)(=O)N1CC2=C(C(=CC=C2CC1)Cl)S(N)(=O)=O (2-Acetyl-7-chloro-8-sulfamyl-1,2,3,4-tetrahydroisoquinoline). Solvent: Cl (hydrochloric acid). Yields the product Cl.ClC1=CC=C2CCNCC2=C1S(N)(=O)=O (7-chloro-8-sulfamoyl-1,2,3,4-tetrahydroisoquinoline hydrochloride). Reaction SMILES: C([N:4]1[CH2:13][CH2:12][C:11]2[C:6](=[C:7]([S:15](=[O:18])(=[O:17])[NH2:16])[C:8]([Cl:14])=[CH:9][CH:10]=2)[CH2:5]1)(=O)C>Cl>[ClH:14].[Cl:14][C:8]1[C:7]([S:15](=[O:18])(=[O:17])[NH2:16])=[C:6]2[C:11]([CH2:12][CH2:13][NH:4][CH2:5]2)=[CH:10][CH:9]=1 |f:2.3|. Procedure: 2-Acetyl-7-chloro-8-sulfamyl-1,2,3,4-tetrahydroisoquinoline is hydrolyzed in refluxing 10% hydrochloric acid (60 ml.) for 2.5 hours. The reaction mixture is evaporated and the residue treated with methanol and ether. The solid is filtered off to give 7-chloro-8-sulfamoyl-1,2,3,4-tetrahydroisoquinoline hydrochloride. The hydrochloride is treated with ammonium hydroxide as in Example 9 to give 7-chloro-8-sulfamoyl-1,2,3,4-tetrahydroisoquinoline. Starting materials: COc1ccc(Nc2nc(Cl)nc(NC3CCCCCC3)n2)cc1Cl, [Na+], [OH-], OC1CCCNC1, c1ccccc1. The product is COc1ccc(Nc2nc(NC3CCCCCC3)nc(N3CCCC(O)C3)n2)cc1Cl. RXN SMILES: [Cl:10][c:11]1[n:12][c:13]([NH:27][CH:28]2[CH2:29][CH2:30][CH2:31][CH2:32][CH2:33][CH2:34]2)[n:14][c:15]([NH:17][c:18]2[cH:19][c:20]([Cl:26])[c:21]([O:24][CH3:25])[cH:22][cH:23]2)[n:16]1.[Na+:9].[OH-:8].[OH:1][CH:2]1[CH2:3][NH:4][CH2:5][CH2:6][CH2:7]1.[cH:35]1[cH:36][cH:37][cH:38][cH:39][cH:40]1>>[OH:1][CH:2]1[CH2:3][N:4]([c:11]2[n:12][c:13]([NH:27][CH:28]3[CH2:29][CH2:30][CH2:31][CH2:32][CH2:33][CH2:34]3)[n:14][c:15]([NH:17][c:18]3[cH:19][c:20]([Cl:26])[c:21]([O:24][CH3:25])[cH:22][cH:23]3)[n:16]2)[CH2:5][CH2:6][CH2:7]1. Starting materials: C(C1=CC=CC=C1)OC1=CN(C=CC1=O)C=1C=C(C=CC1)C1=CC=CC=C1 (3-(benzyloxy)-1-(biphenyl-3-yl)pyridin-4(1H)-one), BrNC(CCC(=O)N)=O (N-bromosuccinamide). The solvent is CC(=O)O (AcOH). Conditions: time 1 hour. Product: C(C1=CC=CC=C1)OC1=CN(C=C(C1=O)Br)C=1C=C(C=CC1)C1=CC=CC=C1 (3-(benzyloxy)-1-(biphenyl-3-yl)-5-bromopyridin-4(1H)-one). Reaction SMILES: [CH2:1]([O:8][C:9]1[C:14](=[O:15])[CH:13]=[CH:12][N:11]([C:16]2[CH:17]=[C:18]([C:22]3[CH:27]=[CH:26][CH:25]=[CH:24][CH:23]=3)[CH:19]=[CH:20][CH:21]=2)[CH:10]=1)[C:2]1[CH:7]=[CH:6][CH:5]=[CH:4][CH:3]=1.[Br:28]NC(=O)CCC(N)=O>CC(O)=O>[CH2:1]([O:8][C:9]1[C:14](=[O:15])[C:13]([Br:28])=[CH:12][N:11]([C:16]2[CH:17]=[C:18]([C:22]3[CH:27]=[CH:26][CH:25]=[CH:24][CH:23]=3)[CH:19]=[CH:20][CH:21]=2)[CH:10]=1)[C:2]1[CH:3]=[CH:4][CH:5]=[CH:6][CH:7]=1. Procedure: To a solution of 3-(benzyloxy)-1-(biphenyl-3-yl)pyridin-4(1H)-one (2.41 g, 6.8 mmol) in AcOH (68 mL) was added N-bromosuccinamide (2.67 g, 15 mmol) and the reaction mixture was stirred at room temperature. After 1 h, the mixture was concentrated under reduced pressure and purified by flash chromatography (80 g SiO2, 0-100% ethyl acetate/hexanes) to provide 3-(benzyloxy)-1-(biphenyl-3-yl)-5-bromopyridin-4(1H)-one. LC/MS (M+H)+ 432/434.